Dataset: the Open Reaction Database (ORD), a public repository of structured organic reaction records. Task: describe an organic reaction: reactants, conditions, products, and yield Reactants: BrC(Br)(Br)Br, OCc1cnc(Cl)c(Cl)c1, ClCCl, c1ccc(P(CCCP(c2ccccc2)c2ccccc2)c2ccccc2)cc1. The product is Clc1cc(CBr)cnc1Cl. RXN SMILES: [C:11]([Br:12])([Br:13])([Br:14])[Br:15].[Cl:1][c:2]1[cH:3][c:4]([CH2:9][OH:10])[cH:5][n:6][c:7]1[Cl:8].[Cl:45][CH2:46][Cl:47].[c:16]1([P:17]([c:18]2[cH:19][cH:20][cH:21][cH:22][cH:23]2)[CH2:24][CH2:25][CH2:26][P:27]([c:28]2[cH:29][cH:30][cH:31][cH:32][cH:33]2)[c:34]2[cH:35][cH:36][cH:37][cH:38][cH:39]2)[cH:40][cH:41][cH:42][cH:43][cH:44]1>>[Cl:1][c:2]1[cH:3][c:4]([CH2:9][Br:12])[cH:5][n:6][c:7]1[Cl:8]. The reactants are ClC1=C(C=CC=C1)C=1OC2=C(C(=CC(=C2C(C1)=O)OC)OC)[C@H]1[C@@H](N(CC1)C)CO ((+)-trans-2-(2-Chlorophenyl)-8-(2-hydroxymethyl-1-methyl-pyrrolidin-3-yl)-5,7-dimethoxy-chromen-4-one), Cl (HCl). Solvent: CO (methanol). The product is Cl.ClC1=C(C=CC=C1)C=1OC2=C(C(=CC(=C2C(C1)=O)O)O)[C@H]1[C@@H](N(CC1)C)CO ((+)-trans-2-(2-Chloro-phenyl)-5,7-dihydroxy-8-(2-hydroxymethyl-1-methyl-pyrrolidin-3-yl)-chromen-4-one hydrochloride). RXN SMILES: [Cl:1][C:2]1[CH:7]=[CH:6][CH:5]=[CH:4][C:3]=1[C:8]1[O:9][C:10]2[C:15]([C:16](=[O:18])[CH:17]=1)=[C:14]([O:19]C)[CH:13]=[C:12]([O:21]C)[C:11]=2[C@@H:23]1[CH2:27][CH2:26][N:25]([CH3:28])[C@H:24]1[CH2:29][OH:30].Cl>CO>[ClH:1].[Cl:1][C:2]1[CH:7]=[CH:6][CH:5]=[CH:4][C:3]=1[C:8]1[O:9][C:10]2[C:15]([C:16](=[O:18])[CH:17]=1)=[C:14]([OH:19])[CH:13]=[C:12]([OH:21])[C:11]=2[C@@H:23]1[CH2:27][CH2:26][N:25]([CH3:28])[C@H:24]1[CH2:29][OH:30] |f:3.4|. Reported procedure: (+)-trans-2-(2-Chlorophenyl)-8-(2-hydroxymethyl-1-methyl-pyrrolidin-3-yl)-5,7-dimethoxy-chromen-4-one (0.2 g, 0.48 mmol) was suspended in methanol (2 mL) and ethereal HCl (5 mL) was added. The suspension was stirred to get a clear solution. The solution was concentrated under reduced pressure to obtain the title compound. The reactants are OCCCO, ClCCl, C1CCCCC1, CC1S(=O)(=O)OCCCOS1(=O)=O, OCCO. Yields the product CC1S(=O)(=O)OCCOS1(=O)=O. RXN SMILES: [CH2:14]([OH:15])[CH2:16][CH2:17][OH:18].[CH2:23]([Cl:24])[Cl:25].[CH2:26]1[CH2:27][CH2:28][CH2:29][CH2:30][CH2:31]1.[CH:1]1([CH3:2])[S:3](=[O:4])(=[O:5])[O:6][CH2:7][CH2:8][CH2:9][O:10][S:11]1(=[O:12])=[O:13].[OH:19][CH2:20][CH2:21][OH:22]>>[CH:1]1([CH3:2])[S:3](=[O:4])(=[O:5])[O:6][CH2:7][CH2:9][O:10][S:11]1(=[O:12])=[O:13]. The reactants are C(C)(C)(C)OO (t-butyl hydroperoxide), OC(C)(C)C1=CC(=CC=C1)C(C)(C)O (1,3-bis(2-hydroxy-2-propyl)benzene), S(O)(O)(=O)=O (sulfuric acid). Yields the product C(C)(C)(C)OOC(C)(C)C1=CC(=CC=C1)C(C)(C)OOC(C)(C)C (1,3-Bis(2-t-butylperoxy-2-propyl)benzene). As a reaction SMILES: [C:1]([O:5][OH:6])([CH3:4])([CH3:3])[CH3:2].O[C:8]([C:11]1[CH:16]=[CH:15][CH:14]=[C:13]([C:17]([OH:20])([CH3:19])[CH3:18])[CH:12]=1)([CH3:10])[CH3:9].S(=O)(=O)(O)O>>[C:1]([O:5][O:6][C:8]([C:11]1[CH:16]=[CH:15][CH:14]=[C:13]([C:17]([O:20][O:5][C:1]([CH3:4])([CH3:3])[CH3:2])([CH3:19])[CH3:18])[CH:12]=1)([CH3:10])[CH3:9])([CH3:4])([CH3:3])[CH3:2]. Reported procedure: 1,3-Bis(2-t-butylperoxy-2-propyl)benzene (meta I) was prepared by reacting 29.7 grams (0.231 mole) of aqueous 70% t-butyl hydroperoxide with 20.4 grams (0.105 mole) of 1,3-bis(2-hydroxy-2-propyl)benzene in the presence of 26.8 grams (0.21 mole) of 77% sulfuric acid according to the procedure of Example I. The stripped product weighed 32.6 grams. It crystallized upon cooling and had a melting point of 45°-52° C. This example is for comparative purposes and does not fall under the specifications o... Yields the product O=C(CN1CCC(N2CCCCC2)CC1)c1c(COc2ccc(Cl)cc2)n(CCCC2CCCNC2)c2ccccc12. Reactants: ClCCl, O=CO, O=C(CN1CCC(N2CCCCC2)CC1)c1c(COc2ccc(Cl)cc2)n(CCCC2CCCN(C(c3ccccc3)(c3ccccc3)c3ccccc3)C2)c2ccccc12. RXN SMILES: [CH2:65]([Cl:66])[Cl:67].[CH:62]([OH:63])=[O:64].[Cl:1][c:2]1[cH:3][cH:4][c:5]([O:6][CH2:7][c:8]2[n:9]([CH2:32][CH2:33][CH2:34][CH:35]3[CH2:36][N:37]([C:41]([c:42]4[cH:43][cH:44][cH:45][cH:46][cH:47]4)([c:48]4[cH:49][cH:50][cH:51][cH:52][cH:53]4)[c:54]4[cH:55][cH:56][cH:57][cH:58][cH:59]4)[CH2:38][CH2:39][CH2:40]3)[c:10]3[cH:11][cH:12][cH:13][cH:14][c:15]3[c:16]2[C:17]([CH2:18][N:19]2[CH2:20][CH2:21][CH:22]([N:25]3[CH2:26][CH2:27][CH2:28][CH2:29][CH2:30]3)[CH2:23][CH2:24]2)=[O:31])[cH:60][cH:61]1>>[Cl:1][c:2]1[cH:3][cH:4][c:5]([O:6][CH2:7][c:8]2[n:9]([CH2:32][CH2:33][CH2:34][CH:35]3[CH2:36][NH:37][CH2:38][CH2:39][CH2:40]3)[c:10]3[cH:11][cH:12][cH:13][cH:14][c:15]3[c:16]2[C:17]([CH2:18][N:19]2[CH2:20][CH2:21][CH:22]([N:25]3[CH2:26][CH2:27][CH2:28][CH2:29][CH2:30]3)[CH2:23][CH2:24]2)=[O:31])[cH:60][cH:61]1. The reactants are C(C1=CC=CC=C1)OC=1C=C(C=C(C1)C1=CC=C(C=C1)C(F)(F)F)CC(=O)O ((5-benzyloxy-4′-trifluoromethyl-biphenyl-3-yl)-acetic acid), C(C1=CC=CC=C1)[C@@H]1NC(OC1)=O ((S)-(−)-4-benzyl-2-oxazolidinone), compound 39a. Product: C(C1=CC=CC=C1)C1N(C(OC1)=O)C(CC=1C=C(C=C(C1)OCC1=CC=CC=C1)C1=CC=C(C=C1)C(F)(F)F)=O (4-Benzyl-3-[2-(5-benzyloxy-4′-trifluoromethyl-biphenyl-3-yl)-acetyl]-oxazolidin-2-one). RXN SMILES: [CH2:1]([O:8][C:9]1[CH:10]=[C:11]([CH2:25][C:26](O)=[O:27])[CH:12]=[C:13]([C:15]2[CH:20]=[CH:19][C:18]([C:21]([F:24])([F:23])[F:22])=[CH:17][CH:16]=2)[CH:14]=1)[C:2]1[CH:7]=[CH:6][CH:5]=[CH:4][CH:3]=1.[CH2:29]([C@H:36]1[CH2:40][O:39][C:38](=[O:41])[NH:37]1)[C:30]1[CH:35]=[CH:34][CH:33]=[CH:32][CH:31]=1>>[CH2:29]([CH:36]1[CH2:40][O:39][C:38](=[O:41])[N:37]1[C:26](=[O:27])[CH2:25][C:11]1[CH:12]=[C:13]([C:15]2[CH:20]=[CH:19][C:18]([C:21]([F:23])([F:22])[F:24])=[CH:17][CH:16]=2)[CH:14]=[C:9]([O:8][CH2:1][C:2]2[CH:7]=[CH:6][CH:5]=[CH:4][CH:3]=2)[CH:10]=1)[C:30]1[CH:31]=[CH:32][CH:33]=[CH:34][CH:35]=1. Procedure: The title compound was prepared from (5-benzyloxy-4′-trifluoromethyl-biphenyl-3-yl)-acetic acid and (S)-(−)-4-benzyl-2-oxazolidinone following the same procedure as for the synthesis of compound 39a.